Dataset: the Open Reaction Database (ORD), a public repository of structured organic reaction records. Task: describe an organic reaction: reactants, conditions, products, and yield Reactants: COC1=CC=C2C(=CNC2=C1)C(=O)C1=CC(=C(C(=C1)OC)OC)OC ((6-methoxy-1H-indol-3-yl)(3,4,5-trimethoxyphenyl)methanone), C(=O)([O-])[O-].[K+].[K+] (K2CO3), BrCC#CC1=CC=C(C=C1)I (1-(3-bromoprop-1-ynyl)-4-iodobenzene). Run in CCOC(=O)C (EtOAc), CN(C)C=O (DMF), CN(C)C=O (DMF), [NH4+].[Cl-] (NH4Cl). Run at temperature 50 celsius, time 2 hour. Product: IC1=CC=C(C=C1)C#CCN1C=C(C2=CC=C(C=C12)OC)C(=O)C1=CC(=C(C(=C1)OC)OC)OC ((1-(3-(4-Iodophenyl)prop-2-ynyl)-6-methoxy-1H-indol-3-yl)(3,4,5-trimethoxyphenyl)methanone). Isolated yield 28.9%. RXN SMILES: [CH3:1][O:2][C:3]1[CH:11]=[C:10]2[C:6]([C:7]([C:12]([C:14]3[CH:19]=[C:18]([O:20][CH3:21])[C:17]([O:22][CH3:23])=[C:16]([O:24][CH3:25])[CH:15]=3)=[O:13])=[CH:8][NH:9]2)=[CH:5][CH:4]=1.C([O-])([O-])=O.[K+].[K+].Br[CH2:33][C:34]#[C:35][C:36]1[CH:41]=[CH:40][C:39]([I:42])=[CH:38][CH:37]=1>CN(C=O)C.[NH4+].[Cl-].CCOC(C)=O>[I:42][C:39]1[CH:40]=[CH:41][C:36]([C:35]#[C:34][CH2:33][N:9]2[C:10]3[C:6](=[CH:5][CH:4]=[C:3]([O:2][CH3:1])[CH:11]=3)[C:7]([C:12]([C:14]3[CH:19]=[C:18]([O:20][CH3:21])[C:17]([O:22][CH3:23])=[C:16]([O:24][CH3:25])[CH:15]=3)=[O:13])=[CH:8]2)=[CH:37][CH:38]=1 |f:1.2.3,6.7|. Procedure details: To a stirred suspension of (6-methoxy-1H-indol-3-yl)(3,4,5-trimethoxyphenyl)methanone (0.69 g, 0.5 mmol) and K2CO3 in anhydrous DMF (2 ml) was added the solution of 1-(3-bromoprop-1-ynyl)-4-iodobenzene (0.150 g, 0.47 mmol) in anhydrous DMF (0.5 ml) and the resulting mixture was stirred at 50° C. for 2 h, diluted with saturated solution of NH4Cl (5 ml) and diluted to 30 ml with EtOAc. The organic layer was washed with H2O and dried over MgSO4 and filtered. The filtrate was evaporated to dryness a... The reactants are FC=1C(=NC=C(C1)Cl)C1=NN(C(=C1[N+](=O)[O-])OC(F)F)C (3-(3-fluoro-5-chloro-2-pyridyl)-4-nitro-5-difluoromethoxy-1-methyl-[1H]-pyrazole), O1CCCC1 (tetrahydrofuran), [H][H] (hydrogen). Reagents/catalysts: [Ni] (Raney nickel). Solvent: C(C)O (ethanol). Product: FC=1C(=NC=C(C1)Cl)C1=NN(C(=C1N)OC(F)F)C (3-(3-Fluoro-5-chloro-2-pyridyl)-4-amino-5difluoromethoxy-1-methyl-[1H]-pyrazole). Reaction SMILES: [F:1][C:2]1[C:3]([C:9]2[C:13]([N+:14]([O-])=O)=[C:12]([O:17][CH:18]([F:20])[F:19])[N:11]([CH3:21])[N:10]=2)=[N:4][CH:5]=[C:6]([Cl:8])[CH:7]=1.O1CCCC1.[H][H]>[Ni].C(O)C>[F:1][C:2]1[C:3]([C:9]2[C:13]([NH2:14])=[C:12]([O:17][CH:18]([F:19])[F:20])[N:11]([CH3:21])[N:10]=2)=[N:4][CH:5]=[C:6]([Cl:8])[CH:7]=1. Procedure: 4.2 g of 3-(3-fluoro-5-chloro-2-pyridyl)-4-nitro-5-difluoromethoxy-1-methyl-[1H]-pyrazole (Example H47) are initially introduced into the reaction vessel together with 40 ml of tetrahydrofuran, and 5.8 g of Raney nickel in ethanol are added. Hydrogenation is carried out under normal pressure and at a temperature of 30-35° C. After uptake of 728 ml of hydrogen, the hydrogenation is interrupted and the reaction mixture is filtered over Hyflo. After removal of the solvent in vacuo, 3.15 g of the de... The reactants are C(CCC)C1=NC(C(=N1)N1C=CC=C1)(C(=O)[O-])CO (2-butyl-5-(hydroxymethyl)-4-(1H-pyrrol-1-yl)imidazole-5-carboxylate), C1(=CC=CC=C1)C(N1N=NN=C1C1=C(C=CC=C1)C1=CC=C(C=C1)CBr)(C1=CC=CC=C1)C1=CC=CC=C1 (N-Triphenylmethyl-5-(4'-(bromomethyl)biphenyl-2-yl]tetrazole). Yields the product C(CCC)C=1N(C(=C(N1)N1C=CC=C1)CO)CC1=CC=C(C=C1)C1=C(C=CC=C1)C1=NN=NN1 (2-Butyl-5-(hydroxymethyl)-4-(1H-pyrrol-1-yl)-1-[(2'-(1H-tetrazol-5-yl)biphen-4-yl)methyl]-1H-imidazole). RXN SMILES: [CH2:1]([C:5]1[N:9]=[C:8]([N:10]2[CH:14]=[CH:13][CH:12]=[CH:11]2)[C:7]([CH2:18][OH:19])(C([O-])=O)[N:6]=1)[CH2:2][CH2:3][CH3:4].C1(C(C2C=CC=CC=2)(C2C=CC=CC=2)[N:27]2[C:31]([C:32]3[CH:37]=[CH:36][CH:35]=[CH:34][C:33]=3[C:38]3[CH:43]=[CH:42][C:41]([CH2:44]Br)=[CH:40][CH:39]=3)=[N:30][N:29]=[N:28]2)C=CC=CC=1>>[CH2:1]([C:5]1[N:6]([CH2:44][C:41]2[CH:42]=[CH:43][C:38]([C:33]3[CH:34]=[CH:35][CH:36]=[CH:37][C:32]=3[C:31]3[NH:27][N:28]=[N:29][N:30]=3)=[CH:39][CH:40]=2)[C:7]([CH2:18][OH:19])=[C:8]([N:10]2[CH:11]=[CH:12][CH:13]=[CH:14]2)[N:9]=1)[CH2:2][CH2:3][CH3:4]. Procedure: Using the method described in Example 13, 2-butyl-5-(hydroxymethyl)-4-(1H-pyrrol-1-yl)imidazole-5-carboxylate (Example 29) and N-triphenylmethyl-5-[4'-(bromomethyl)biphenyl-2-yl]tetrazole (Example 12) are reacted and deprotected to give the title compound. Starting materials: CC1(OB(OC1(C)C)C=1C=NNC1)C (4-(4,4,5,5-Tetramethyl-1,3,2-dioxaborolan-2-yl)-1H-pyrazole), ClCCOC (1-chloro-2-methoxyethane), C([O-])([O-])=O.[Cs+].[Cs+] (cesium carbonate). The solvent is CN(C)C=O (DMF). The product is COCCN1N=CC(=C1)B1OC(C(O1)(C)C)(C)C (1-(2-Methoxyethyl)-4-(4,4,5,5-tetramethyl-1,3,2-dioxaborolan-2-yl)-1H-pyrazole). Isolated yield 100.0%. As a reaction SMILES: [CH3:1][C:2]1([CH3:14])[C:6]([CH3:8])([CH3:7])[O:5][B:4]([C:9]2[CH:10]=[N:11][NH:12][CH:13]=2)[O:3]1.Cl[CH2:16][CH2:17][O:18][CH3:19].C(=O)([O-])[O-].[Cs+].[Cs+]>CN(C=O)C>[CH3:19][O:18][CH2:17][CH2:16][N:12]1[CH:13]=[C:9]([B:4]2[O:5][C:6]([CH3:7])([CH3:8])[C:2]([CH3:14])([CH3:1])[O:3]2)[CH:10]=[N:11]1 |f:2.3.4|. Procedure: 4-(4,4,5,5-Tetramethyl-1,3,2-dioxaborolan-2-yl)-1H-pyrazole (100 mg, 0.52 mmol), 1-chloro-2-methoxyethane (0.056 mL, 0.62 mmol) and cesium carbonate (252 mg, 0.73 mmol) in DMF (1 mL) were heated in microwave reactor at 160° C. for 30 min. The reaction mixture was concentrated under reduced pressure and purified by silica gel chromatography (ISCO, hexanes/ethyl acetate 0-100% over 15 min) to isolate Compound B162a (130 mg, 100% yield). HPLC: RT=1.0 min (LCMS Method M). MS (ES): m/z=253.0 [M+H]+. ... The reactants are CCOP(=O)(CC#N)OCC, COCCOC, CCOC(C)=O, [Cl-], O=Cc1ccc(F)c2occc12, [H-], [NH4+], [Na+]. The product is N#CC=Cc1ccc(F)c2occc12. As a reaction SMILES: [C:1](#[N:2])[CH2:3][P:4](=[O:5])([O:6][CH2:7][CH3:8])[O:9][CH2:10][CH3:11].[CH3:28][O:29][CH2:30][CH2:31][O:32][CH3:33].[CH3:34][CH2:35][O:36][C:37](=[O:38])[CH3:39].[Cl-:26].[F:14][c:15]1[cH:16][cH:17][c:18]([CH:24]=[O:25])[c:19]2[cH:20][cH:21][o:22][c:23]12.[H-:12].[NH4+:27].[Na+:13]>>[C:1](#[N:2])[CH:3]=[CH:24][c:18]1[cH:17][cH:16][c:15]([F:14])[c:23]2[c:19]1[cH:20][cH:21][o:22]2. Reactants: OC=1C=C2C=CNC2=CC1 (5-hydroxyindole), C([O-])([O-])=O.[K+].[K+] (potassium carbonate), C(C=C)Br (Allyl bromide). Run in CN(C=O)C (dimethylformamide), C(C)(=O)OCC (ethyl acetate). Conditions: temperature 60 celsius, time 0.5 hour. Product: C(C=C)OC=1C=C2C=CNC2=CC1 (5-allyloxyindole). RXN SMILES: [OH:1][C:2]1[CH:3]=[C:4]2[C:8](=[CH:9][CH:10]=1)[NH:7][CH:6]=[CH:5]2.C(=O)([O-])[O-].[K+].[K+].[CH2:17](Br)[CH:18]=[CH2:19]>CN(C)C=O.C(OCC)(=O)C>[CH2:19]([O:1][C:2]1[CH:3]=[C:4]2[C:8](=[CH:9][CH:10]=1)[NH:7][CH:6]=[CH:5]2)[CH:18]=[CH2:17] |f:1.2.3|. Procedure details: 5-hydroxyindole (1.00 g, 7.29 mmol) and potassium carbonate (1.38 g, 9.94 mmol) were taken up in 20 mL of dimethylformamide (DMF) and stirred at 60° C. for 0.5 hours. Allyl bromide (0.57 mL, 6.62 mmol) was added and the reaction was stirred for an additional 18 hours then cooled and diluted with ethyl acetate. The organic layer was washed with water, brine, dried over magnesium sulfate, filtered, concentrated in vacuo, and the crude residue was purified by flash chromatography on silica gel (10%...